This data is from the Open Reaction Database (ORD), a public repository of structured organic reaction records. The task is: describe an organic reaction: reactants, conditions, products, and yield Starting materials: CC1(C)C(=O)N(Br)C(=O)N1Br, CCCCOC(=O)c1ccc2c(N)ncnn12, CN(C)C=O. Product: CCCCOC(=O)c1cc(Br)c2c(N)ncnn12. RXN SMILES: [Br:18][N:19]1[C:20]([CH3:21])([CH3:22])[C:23](=[O:24])[N:25]([Br:26])[C:27]1=[O:28].[NH2:1][c:2]1[n:3][cH:4][n:5][n:6]2[c:7]1[cH:8][cH:9][c:10]2[C:11](=[O:12])[O:13][CH2:14][CH2:15][CH2:16][CH3:17].[O:29]=[CH:30][N:31]([CH3:32])[CH3:33]>>[NH2:1][c:2]1[n:3][cH:4][n:5][n:6]2[c:7]1[c:8]([Br:18])[cH:9][c:10]2[C:11](=[O:12])[O:13][CH2:14][CH2:15][CH2:16][CH3:17].